Task: describe an organic reaction: reactants, conditions, products, and yield. Dataset: the Open Reaction Database (ORD), a public repository of structured organic reaction records Starting materials: CC(C)(C)OC(=O)NCCC(Oc1cc(Cl)ccc1C#N)c1nccs1, CCOC(C)=O, CCCC(C)C, [H-], CI, [Na+], C1CCOC1. Yields the product CN(CCC(Oc1cc(Cl)ccc1C#N)c1nccs1)C(=O)OC(C)(C)C. Reaction SMILES: [CH3:1][C:2]([CH3:3])([CH3:4])[O:5][C:6]([NH:7][CH2:8][CH2:9][CH:10]([c:11]1[s:12][cH:13][cH:14][n:15]1)[O:16][c:17]1[c:18]([C:24]#[N:25])[cH:19][cH:20][c:21]([Cl:23])[cH:22]1)=[O:26].[CH3:31][CH2:32][O:33][C:34](=[O:35])[CH3:36].[CH3:42][CH2:43][CH2:44][CH:45]([CH3:46])[CH3:47].[H-:27].[I:29][CH3:30].[Na+:28].[O:37]1[CH2:38][CH2:39][CH2:40][CH2:41]1>>[CH3:1][C:2]([CH3:3])([CH3:4])[O:5][C:6]([N:7]([CH2:8][CH2:9][CH:10]([c:11]1[s:12][cH:13][cH:14][n:15]1)[O:16][c:17]1[c:18]([C:24]#[N:25])[cH:19][cH:20][c:21]([Cl:23])[cH:22]1)[CH3:31])=[O:26]. The reactants are CO, CC(C)(C)OC(=O)N1CCOc2c(cccc2-c2coc(C=O)c2)C1, [K+], NN, [OH-], O, O, OCCO. Yields the product Cc1cc(-c2cccc3c2OCCN(C(=O)OC(C)(C)C)C3)co1. Reaction SMILES: [CH3:36][OH:37].[CH:1](=[O:2])[c:3]1[cH:4][c:5](-[c:8]2[cH:9][cH:10][cH:11][c:12]3[c:18]2[O:17][CH2:16][CH2:15][N:14]([C:19](=[O:20])[O:21][C:22]([CH3:23])([CH3:24])[CH3:25])[CH2:13]3)[cH:6][o:7]1.[K+:34].[NH2:27][NH2:28].[OH-:33].[OH2:26].[OH2:35].[OH:29][CH2:30][CH2:31][OH:32]>>[CH3:1][c:3]1[cH:4][c:5](-[c:8]2[cH:9][cH:10][cH:11][c:12]3[c:18]2[O:17][CH2:16][CH2:15][N:14]([C:19](=[O:20])[O:21][C:22]([CH3:23])([CH3:24])[CH3:25])[CH2:13]3)[cH:6][o:7]1. Reactants: [BH3-]C#N, C=O, CO, COc1cc(C(=O)NC2CNC2)ccc1Nc1ncc2c(n1)N(C1CCCC1)CC(C)(C)C(=O)N2C, Cl, [Na+], [Na+], O=C([O-])O. Reaction SMILES: [C:39]([BH3-:40])#[N:41].[CH2:37]=[O:38].[CH3:48][OH:49].[CH:1]1([N:6]2[c:7]3[c:8]([cH:17][n:18][c:19]([NH:21][c:22]4[c:23]([O:35][CH3:36])[cH:24][c:25]([C:26](=[O:27])[NH:28][CH:29]5[CH2:30][NH:31][CH2:32]5)[cH:33][cH:34]4)[n:20]3)[N:9]([CH3:16])[C:10](=[O:15])[C:11]([CH3:13])([CH3:14])[CH2:12]2)[CH2:2][CH2:3][CH2:4][CH2:5]1.[ClH:50].[Na+:42].[Na+:47].[O-:43][C:44]([OH:45])=[O:46]>>[CH:1]1([N:6]2[c:7]3[c:8]([cH:17][n:18][c:19]([NH:21][c:22]4[c:23]([O:35][CH3:36])[cH:24][c:25]([C:26](=[O:27])[NH:28][CH:29]5[CH2:30][N:31]([CH3:39])[CH2:32]5)[cH:33][cH:34]4)[n:20]3)[N:9]([CH3:16])[C:10](=[O:15])[C:11]([CH3:13])([CH3:14])[CH2:12]2)[CH2:2][CH2:3][CH2:4][CH2:5]1. Yields the product COc1cc(C(=O)NC2CN(C)C2)ccc1Nc1ncc2c(n1)N(C1CCCC1)CC(C)(C)C(=O)N2C.